Dataset: the Open Reaction Database (ORD), a public repository of structured organic reaction records. Task: describe an organic reaction: reactants, conditions, products, and yield The reactants are COc1ccc(C2CC(c3c(O)cc(C)oc3=O)=NCCS2)c(OC)c1, Cc1ccccc1, N#CC1=C(C#N)C(=O)C(Cl)=C(Cl)C1=O. Product: COc1ccc(C2=CC(c3c(O)cc(C)oc3=O)=NCCS2)c(OC)c1. Reaction SMILES: [CH3:1][O:2][c:3]1[c:4]([CH:11]2[CH2:12][C:13]([c:18]3[c:19](=[O:26])[o:20][c:21]([CH3:25])[cH:22][c:23]3[OH:24])=[N:14][CH2:15][CH2:16][S:17]2)[cH:5][cH:6][c:7]([O:9][CH3:10])[cH:8]1.[CH3:41][c:42]1[cH:43][cH:44][cH:45][cH:46][cH:47]1.[Cl:27][C:28]1=[C:39]([Cl:40])[C:37](=[O:38])[C:34]([C:35]#[N:36])=[C:31]([C:32]#[N:33])[C:29]1=[O:30]>>[CH3:1][O:2][c:3]1[c:4]([C:11]2=[CH:12][C:13]([c:18]3[c:19](=[O:26])[o:20][c:21]([CH3:25])[cH:22][c:23]3[OH:24])=[N:14][CH2:15][CH2:16][S:17]2)[cH:5][cH:6][c:7]([O:9][CH3:10])[cH:8]1. Starting materials: IC1=CC=CC=2N(N=NC21)C2=NC(=NC=C2)NC2CCN(CC2)S(=O)(=O)C ([4-(4-iodobenzotriazol-1-yl)-pyrimidin-2-yl]-(1-methanesulfonyl-piperidin-4-yl)-amine), CC1=NNC=C1B1OC(C)(C)C(C)(C)O1 (3-methyl-pyrazole-4-boronic acid pinacol ester), C(=O)([O-])[O-].[Na+].[Na+] (Na2CO3), C1(=CC=CC=C1)C (toluene), CC1=NNC=C1B1OC(C)(C)C(C)(C)O1 (3-methyl-pyrazole-4-boronic acid pinacol ester). Reagents/catalysts: C=1C=CC(=CC1)[P](C=2C=CC=CC2)(C=3C=CC=CC3)[Pd]([P](C=4C=CC=CC4)(C=5C=CC=CC5)C=6C=CC=CC6)([P](C=7C=CC=CC7)(C=8C=CC=CC8)C=9C=CC=CC9)[P](C=1C=CC=CC1)(C=1C=CC=CC1)C=1C=CC=CC1 (Pd(PPh3)4), C=1C=CC(=CC1)[P](C=2C=CC=CC2)(C=3C=CC=CC3)[Pd]([P](C=4C=CC=CC4)(C=5C=CC=CC5)C=6C=CC=CC6)([P](C=7C=CC=CC7)(C=8C=CC=CC8)C=9C=CC=CC9)[P](C=1C=CC=CC1)(C=1C=CC=CC1)C=1C=CC=CC1 (Pd(PPh3)4). Run in CCO (EtOH), CCO (EtOH), O (water). Conditions: temperature 110 celsius, time 8 hour. The product is CS(=O)(=O)N1CCC(CC1)NC1=NC=CC(=N1)N1N=NC2=C1C=CC=C2C=2C(=NNC2)C ((1-Methanesulfonyl-piperidin-4-yl)-{4-[4-(3-methyl-1H-pyrazol-4-yl)-benzotriazol-1-yl]-pyrimidin-2-yl}-amine). Isolated yield 149.7%. RXN SMILES: I[C:2]1[C:10]2[N:9]=[N:8][N:7]([C:11]3[CH:16]=[CH:15][N:14]=[C:13]([NH:17][CH:18]4[CH2:23][CH2:22][N:21]([S:24]([CH3:27])(=[O:26])=[O:25])[CH2:20][CH2:19]4)[N:12]=3)[C:6]=2[CH:5]=[CH:4][CH:3]=1.[CH3:28][C:29]1[C:33](B2OC(C)(C)C(C)(C)O2)=[CH:32][NH:31][N:30]=1.C([O-])([O-])=O.[Na+].[Na+].C1(C)C=CC=CC=1>O.C1C=CC([P]([Pd]([P](C2C=CC=CC=2)(C2C=CC=CC=2)C2C=CC=CC=2)([P](C2C=CC=CC=2)(C2C=CC=CC=2)C2C=CC=CC=2)[P](C2C=CC=CC=2)(C2C=CC=CC=2)C2C=CC=CC=2)(C2C=CC=CC=2)C2C=CC=CC=2)=CC=1.CCO>[CH3:27][S:24]([N:21]1[CH2:22][CH2:23][CH:18]([NH:17][C:13]2[N:12]=[C:11]([N:7]3[C:6]4[CH:5]=[CH:4][CH:3]=[C:2]([C:33]5[C:29]([CH3:28])=[N:30][NH:31][CH:32]=5)[C:10]=4[N:9]=[N:8]3)[CH:16]=[CH:15][N:14]=2)[CH2:19][CH2:20]1)(=[O:26])=[O:25] |f:2.3.4,^1:60,62,81,100|. Procedure: A mixture of [4-(4-iodobenzotriazol-1-yl)-pyrimidin-2-yl]-(1-methanesulfonyl-piperidin-4-yl)-amine (250 mg), 3-methyl-pyrazole-4-boronic acid pinacol ester (109 mg) and Na2CO3 (2 M aq, 0.7 mL, degassed), toluene (9 mL, degassed) and EtOH (0.7 mL) was added to a screw cap pressure flask. To this was added Pd(PPh3)4 (20 mg), the flask sealed, and the mixture stirred overnight at 110° C. The reaction mixture was then cooled to RT, and additional portions of 3-methyl-pyrazole-4-boronic acid pinacol ... Reactants: C12CC3CC(CC(C1)C3)C2 (adamantane), BrBr (bromine). Product: BrC12CC3CC(CC(C1)C3)C2 (1-bromoadamantane). As a reaction SMILES: [CH:1]12[CH2:10][CH:5]3[CH2:6][CH:7]([CH2:9][CH:3]([CH2:4]3)[CH2:2]1)[CH2:8]2.[Br:11]Br>>[Br:11][C:1]12[CH2:10][CH:5]3[CH2:6][CH:7]([CH2:9][CH:3]([CH2:4]3)[CH2:2]1)[CH2:8]2. Reported procedure: The reaction was conducted in accordance with the method of The Japanese Patent Publication No. 61980/1995 (JP-B-7-61980) to obtain an adamantane monoaclylate, namely, 15 mole of anhydrousbromine and 1.6 mole of adamantane were reacted at the reflux temperature of bromine for 7 hours, surplus bromine was distilled off under reduced pressure, and after the addition of 200 ml of carbon tetrachloride (IV), the residual bromine was resolved with sodium sulfite. A white powderly 1-bromoadamantane was...